This data is from the Open Reaction Database (ORD), a public repository of structured organic reaction records. The task is: describe an organic reaction: reactants, conditions, products, and yield Product: O=C(O)CCC(=O)C(Cc1ccccc1)NC(=O)c1ccccc1. As a reaction SMILES: [CH2:1]([CH3:2])[O:3][C:4]([CH2:5][CH2:6][C:7]([CH:8]([CH2:9][c:10]1[cH:11][cH:12][cH:13][cH:14][cH:15]1)[NH:16][C:17]([c:18]1[cH:19][cH:20][cH:21][cH:22][cH:23]1)=[O:24])=[O:25])=[O:26].[CH3:29][C:30](=[O:31])[OH:32].[Li+:28].[OH-:27]>>[O:3]=[C:4]([CH2:5][CH2:6][C:7]([CH:8]([CH2:9][c:10]1[cH:11][cH:12][cH:13][cH:14][cH:15]1)[NH:16][C:17]([c:18]1[cH:19][cH:20][cH:21][cH:22][cH:23]1)=[O:24])=[O:25])[OH:26]. Reactants: CCOC(=O)CCC(=O)C(Cc1ccccc1)NC(=O)c1ccccc1, CC(=O)O, [Li+], [OH-]. The reactants are [Si](C)(C)(C(C)(C)C)O[C@@H]1CC[C@H](CC1)N1N=CC(=C1)C1=C2C(=C(N=C1)N)OC(=C2)Cl (4-[1-(trans-4-{[tert-butyl(dimethyl)silyl]oxy}cyclohexyl)-1H-pyrazol-4-yl]-2-chlorofuro[2,3-c]pyridin-7-amine), FC=1C=C(C=CC1)C1=C(C2=C(C=NS2)C=C1)B1OC(C(O1)(C)C)(C)C (6-(3-fluorophenyl)-7-(4,4,5,5-tetramethyl-1,3,2-dioxaborolan-2-yl)-1,2-benzothiazole). Yields the product NC=1N=CC(=C2C1OC(=C2)C2=C(C=CC=1C=NSC12)C1=CC(=CC=C1)F)C=1C=NN(C1)[C@@H]1CC[C@H](CC1)O (trans-4-(4-{7-amino-2-[6-(3-fluorophenyl)-1,2-benzothiazol-7-yl]furo[2,3-c]pyridin-4-yl}-1H-pyrazol-1-yl)cyclohexanol). Reaction SMILES: [Si]([O:8][C@H:9]1[CH2:14][CH2:13][C@H:12]([N:15]2[CH:19]=[C:18]([C:20]3[CH:25]=[N:24][C:23]([NH2:26])=[C:22]4[O:27][C:28](Cl)=[CH:29][C:21]=34)[CH:17]=[N:16]2)[CH2:11][CH2:10]1)(C(C)(C)C)(C)C.[F:31][C:32]1[CH:33]=[C:34]([C:38]2[CH:46]=[CH:45][C:41]3[CH:42]=[N:43][S:44][C:40]=3[C:39]=2B2OC(C)(C)C(C)(C)O2)[CH:35]=[CH:36][CH:37]=1>>[NH2:26][C:23]1[N:24]=[CH:25][C:20]([C:18]2[CH:17]=[N:16][N:15]([C@H:12]3[CH2:13][CH2:14][C@H:9]([OH:8])[CH2:10][CH2:11]3)[CH:19]=2)=[C:21]2[CH:29]=[C:28]([C:39]3[C:40]4[S:44][N:43]=[CH:42][C:41]=4[CH:45]=[CH:46][C:38]=3[C:34]3[CH:35]=[CH:36][CH:37]=[C:32]([F:31])[CH:33]=3)[O:27][C:22]=12. Procedure: The title compound was prepared from 4-[1-(trans-4-{[tert-butyl(dimethyl)silyl]oxy}cyclohexyl)-1H-pyrazol-4-yl]-2-chlorofuro[2,3-c]pyridin-7-amine and 6-(3-fluorophenyl)-7-(4,4,5,5-tetramethyl-1,3,2-dioxaborolan-2-yl)-1,2-benzothiazole by a procedure analogous to Example 229. 1H NMR (400 MHz, DMSO-d6): δ 9.21 (s, 1H), 8.55 (d, J=7.58 Hz, 1H), 8.28 (s, 1H), 8.07 (s, 1H), 7.98 (s, 1H), 7.97 (s, 1H), 7.79 (d, J=7.83 Hz, 1H), 7.59-7.72 (m, 3H), 7.34-7.43 (m, 1H), 6.34 (br s, 2H), 4.70 (d, J=4.29 Hz,...